Dataset: the Open Reaction Database (ORD), a public repository of structured organic reaction records. Task: describe an organic reaction: reactants, conditions, products, and yield Reactants: CC1=NNC=N1 (3-methyl-1,2,4-triazol), [H-].[Na+] (sodium hydride), ClC1=NC(=C(C(=O)NC2=CC(=C(C=C2)Cl)C2=NC=CC=C2)C=C1)C (6-chloro-N-(4-chloro-3-(pyridin-2-yl)phenyl)-2-methylnicotinamide). Yields the product ClC1=C(C=C(C=C1)NC(C1=C(N=C(C=C1)N1N=C(N=C1)C)C)=O)C1=NC=CC=C1 (N-(4-chloro-3-(pyridin-2-yl)phenyl)-2-methyl-6-(3-methyl-1H-1,2,4-triazol-1-yl)nicotinamide). Procedure details: A mixture of 57 mg of 3-methyl-1,2,4-triazol and 16 mg of sodium hydride in 2 mL of DMF was stirred for 10 min. 80 mg of 6-chloro-N-(4-chloro-3-(pyridin-2-yl)phenyl)-2-methylnicotinamide was added. The reaction was heated to 140° C. for 16 h. The reaction mixture was quenched with MeOH and evaporated. Purified by reverse phase HPLC to yield N-(4-chloro-3-(pyridin-2-yl)phenyl)-2-methyl-6-(3-methyl-1H-1,2,4-triazol-1-yl)nicotinamide. MS (Q1) 405.3 (M)+. Run at temperature 140 celsius, time 10 minute. Reaction SMILES: [CH3:1][C:2]1[N:6]=[CH:5][NH:4][N:3]=1.[H-].[Na+].Cl[C:10]1[CH:31]=[CH:30][C:13]([C:14]([NH:16][C:17]2[CH:22]=[CH:21][C:20]([Cl:23])=[C:19]([C:24]3[CH:29]=[CH:28][CH:27]=[CH:26][N:25]=3)[CH:18]=2)=[O:15])=[C:12]([CH3:32])[N:11]=1>CN(C=O)C>[Cl:23][C:20]1[CH:21]=[CH:22][C:17]([NH:16][C:14](=[O:15])[C:13]2[CH:30]=[CH:31][C:10]([N:4]3[CH:5]=[N:6][C:2]([CH3:1])=[N:3]3)=[N:11][C:12]=2[CH3:32])=[CH:18][C:19]=1[C:24]1[CH:29]=[CH:28][CH:27]=[CH:26][N:25]=1 |f:1.2|. Run in CN(C)C=O (DMF). Starting materials: C(=O)(OC(C)(C)C)N1C(=NC2=C1C=CC=C2)CBr (1-BOC-2-bromomethylbenzimidazole), C(CCC)N (n-butylamine), C(=O)(C(F)(F)F)O (TFA). Run in C(Cl)Cl (CH2Cl2), C1CCOC1 (THF). Conditions: time 8 hour. Yields the product C(CCC)NCC=1NC2=C(N1)C=CC=C2 (2-(1-Butylamino)methylbenzimidazole). Isolated yield 69.6%. As a reaction SMILES: C([N:8]1[C:12]2[CH:13]=[CH:14][CH:15]=[CH:16][C:11]=2[N:10]=[C:9]1[CH2:17]Br)(OC(C)(C)C)=O.[CH2:19]([NH2:23])[CH2:20][CH2:21][CH3:22].C(O)(C(F)(F)F)=O>C1COCC1.C(Cl)Cl>[CH2:19]([NH:23][CH2:17][C:9]1[NH:8][C:12]2[CH:13]=[CH:14][CH:15]=[CH:16][C:11]=2[N:10]=1)[CH2:20][CH2:21][CH3:22]. Procedure: To a stirred solution of 1-BOC-2-bromomethylbenzimidazole (2.00 g, 6.4 rnmol) in dry THF (20 mL) was added n-butylamine (1.2 g, 15.4 mmol). After stirring at RT overnight, the mixture was concentrated. The residue was taken up in H2O and extracted with CH2Cl2. The organic extracts were dried over MgSO4 and concentrated to give a brown residue, which was dissolved in CH2Cl2 (15 mL) and treated with TFA (5 mL). The resulting mixture was stirred at RT overnight then was concentrated. The residue wa... Starting materials: C(C1=CC=CC=C1)(C1=CC=CC=C1)(C1=CC=CC=C1)NC=1SC=C(N1)C(C(=O)OCC)=NOCC=C (ethyl 2-(2-tritylaminothiazol-4-yl)-2-allyloxyiminoacetate), C(=O)O (formic acid). Solvent: O1CCCC1 (tetrahydrofuran). Product: NC=1SC=C(N1)C(C(=O)OCC)=NOCC=C (ethyl 2-(2-aminothiazol-4-yl)-2-allyloxyiminoacetate). The yield is 82.9%. RXN SMILES: C([NH:20][C:21]1[S:22][CH:23]=[C:24]([C:26](=[N:32][O:33][CH2:34][CH:35]=[CH2:36])[C:27]([O:29][CH2:30][CH3:31])=[O:28])[N:25]=1)(C1C=CC=CC=1)(C1C=CC=CC=1)C1C=CC=CC=1.C(O)=O>O1CCCC1>[NH2:20][C:21]1[S:22][CH:23]=[C:24]([C:26](=[N:32][O:33][CH2:34][CH:35]=[CH2:36])[C:27]([O:29][CH2:30][CH3:31])=[O:28])[N:25]=1. Procedure details: A solution of ethyl 2-(2-tritylaminothiazol-4-yl)-2-allyloxyiminoacetate (syn isomer, 8.7 g), 50% formic acid (42.5 ml) and tetrahydrofuran (42.5 ml) was stirred at 60° C. for 40 minutes. After concentrating the resultant solution in vacuo, the residue was dissolved in ethyl acetate, washed with an aqueous solution of sodium bicarbonate and a saturated aqueous solution of sodium chloride in turn, and dried over magnesium sulfate. After concentrating the resultant solution in vacuo, the residue w... Reactants: resultant mixture, C(C1=CC=CC=C1)N1CCC=2NC=3C=CC(=CC3C2CC1)S(=O)(=O)C1=CC=CC=C1 (3-Benzyl-9-(phenylsulfonyl)-1,2,3,4,5,6-hexahydroazepino[4,5-b]indole), ICC (iodoethane), [H-].[Na+] (sodium hydride). Run in C(C)(=O)OCC (ethyl acetate), CN(C)C=O (DMF). Product: C(C1=CC=CC=C1)N1CCC=2N(C=3C=CC(=CC3C2CC1)S(=O)(=O)C1=CC=CC=C1)CC (3-Benzyl-6-ethyl-9-(phenylsulfonyl)-1,2,3,4,5,6-hexahydroazepino[4,5-b]indole). As a reaction SMILES: [CH2:1]([N:8]1[CH2:21][CH2:20][C:19]2[C:18]3[CH:17]=[C:16]([S:22]([C:25]4[CH:30]=[CH:29][CH:28]=[CH:27][CH:26]=4)(=[O:24])=[O:23])[CH:15]=[CH:14][C:13]=3[NH:12][C:11]=2[CH2:10][CH2:9]1)[C:2]1[CH:7]=[CH:6][CH:5]=[CH:4][CH:3]=1.[H-].[Na+].I[CH2:34][CH3:35]>CN(C=O)C.C(OCC)(=O)C>[CH2:1]([N:8]1[CH2:21][CH2:20][C:19]2[C:18]3[CH:17]=[C:16]([S:22]([C:25]4[CH:30]=[CH:29][CH:28]=[CH:27][CH:26]=4)(=[O:24])=[O:23])[CH:15]=[CH:14][C:13]=3[N:12]([CH2:34][CH3:35])[C:11]=2[CH2:10][CH2:9]1)[C:2]1[CH:3]=[CH:4][CH:5]=[CH:6][CH:7]=1 |f:1.2|. Procedure details: A 0° mixture of 3-benzyl-9-(phenylsulfonyl)-1,2,3,4,5,6-hexahydroazepino[4,5-b]indole (EXAMPLE 1, Step II, 301 mg, 0.723 mmol) in dry DMF (5 mL) is treated with sodium hydride (60% in oil, 32 mg, 0.795 mmol), and allowed to warm to 20-25° over 1.5 hr. The mixture is then cooled (0°), treated with iodoethane (64 μL, 0.795 mmol) and allowed to slowly warm to 20-25° under nitrogen over 72 hr. The resultant mixture is diluted with ethyl acetate (50 mL) and washed with H2O (3×25 mL) and saline (25 mL... The reactants are CC1CNCC(C)N1C(=O)OC(C)(C)C, CC(C)(C)OC(=O)N1CCN(C(=O)Cl)CC1. The product is CC1CN(C(=O)Cl)CC(C)N1C(=O)OC(C)(C)C. RXN SMILES: [C:17]([CH3:18])([CH3:19])([CH3:20])[O:21][C:22](=[O:23])[N:24]1[CH:25]([CH3:31])[CH2:26][NH:27][CH2:28][CH:29]1[CH3:30].[C:1]([O:2][C:3]([N:4]1[CH2:5][CH2:6][N:7]([C:14](=[O:15])[Cl:16])[CH2:8][CH2:9]1)=[O:10])([CH3:11])([CH3:12])[CH3:13]>>[C:14](=[O:15])([Cl:16])[N:27]1[CH2:26][CH:25]([CH3:31])[N:24]([C:22]([O:21][C:17]([CH3:18])([CH3:19])[CH3:20])=[O:23])[CH:29]([CH3:30])[CH2:28]1. The reactants are COCCOCCOC, O=C(Cl)c1cccc(Cl)c1O, Cl. The product is O=Cc1cccc(Cl)c1O. Reaction SMILES: [CH3:13][O:14][CH2:15][CH2:16][O:17][CH2:18][CH2:19][O:20][CH3:21].[Cl:1][c:2]1[c:3]([OH:11])[c:4]([C:5](=[O:6])[Cl:7])[cH:8][cH:9][cH:10]1.[ClH:12]>>[Cl:1][c:2]1[c:3]([OH:11])[c:4]([CH:5]=[O:6])[cH:8][cH:9][cH:10]1. The reactants are C(=O)CCC[C@@H](C(=O)OCC1=CC=CC=C1)N1C(C=2C(C1=O)=CC=CC2)=O (Benzyl 5-formyl-2(S)-phthalimidopentanoate). The reagents and catalysts are [Pd] (palladium on carbon). Run in C(C)(=O)OCC (ethyl acetate), [H][H] (hydrogen), [H][H] (hydrogen). Product: C(=O)CCC[C@@H](C(=O)O)N1C(C=2C(C1=O)=CC=CC2)=O (5-formyl-2(S)-phthalimidopentanoic acid). The yield is 102.4%. RXN SMILES: [CH:1]([CH2:3][CH2:4][CH2:5][C@H:6]([N:17]1[C:21](=[O:22])[C:20]2=[CH:23][CH:24]=[CH:25][CH:26]=[C:19]2[C:18]1=[O:27])[C:7]([O:9]CC1C=CC=CC=1)=[O:8])=[O:2]>C(OCC)(=O)C.[H][H].[Pd]>[CH:1]([CH2:3][CH2:4][CH2:5][C@H:6]([N:17]1[C:18](=[O:27])[C:19]2=[CH:26][CH:25]=[CH:24][CH:23]=[C:20]2[C:21]1=[O:22])[C:7]([OH:9])=[O:8])=[O:2]. Reported procedure: Benzyl 5-formyl-2(S)-phthalimidopentanoate (4.72 g) was dissolved in 230 ml of ethyl acetate and hydrogenated at 5 psig of hydrogen over 0.82 g of 10% palladium on carbon. After the uptake of 1 equivalent of hydrogen, catalyst was removed by filtration. Removal of solvent afforded 3.64 g of 5-formyl-2(S)-phthalimidopentanoic acid. Reactants: COC1=C(OC)C(=O)C(Cc2ccc(OC(C)=O)c(C(=O)Nc3cc(OC)ccc3OC)c2)=C(C)C1=O, CO, [Na+], O, O=C([O-])O. Yields the product COC1=C(OC)C(=O)C(Cc2ccc(O)c(C(=O)Nc3cc(OC)ccc3OC)c2)=C(C)C1=O. RXN SMILES: [CH3:1][O:2][C:3]1=[C:8]([O:9][CH3:10])[C:7](=[O:11])[C:6]([CH2:12][c:13]2[cH:14][cH:15][c:16]([O:32][C:33](=[O:34])[CH3:35])[c:17]([C:18](=[O:19])[NH:20][c:21]3[c:22]([O:29][CH3:30])[cH:23][cH:24][c:25]([O:27][CH3:28])[cH:26]3)[cH:31]2)=[C:5]([CH3:36])[C:4]1=[O:37].[CH3:43][OH:44].[Na+:38].[OH2:45].[OH:39][C:40](=[O:41])[O-:42]>>[CH3:1][O:2][C:3]1=[C:8]([O:9][CH3:10])[C:7](=[O:11])[C:6]([CH2:12][c:13]2[cH:14][cH:15][c:16]([OH:32])[c:17]([C:18](=[O:19])[NH:20][c:21]3[c:22]([O:29][CH3:30])[cH:23][cH:24][c:25]([O:27][CH3:28])[cH:26]3)[cH:31]2)=[C:5]([CH3:36])[C:4]1=[O:37].